Dataset: the Open Reaction Database (ORD), a public repository of structured organic reaction records. Task: describe an organic reaction: reactants, conditions, products, and yield Reactants: ClC=1C=C(C=CC1Cl)O (3,4-dichlorophenol), ClCC[C@@H](O)C1=CC=CC=C1 ((1R)-3-chloro-1-phenyl-1-propanol). The product is ClC1=C(C=C(C=C1)O[C@@H](CCCl)C1=CC=CC=C1)Cl (1,2-DICHLORO-4-{[(1S)-3-CHLORO-1-PHENYLPROPYL]OXY}BENZENE). Reaction SMILES: [Cl:1][C:2]1[CH:3]=[C:4]([OH:9])[CH:5]=[CH:6][C:7]=1[Cl:8].[Cl:10][CH2:11][CH2:12][C@H:13]([C:15]1[CH:20]=[CH:19][CH:18]=[CH:17][CH:16]=1)O>>[Cl:8][C:7]1[CH:6]=[CH:5][C:4]([O:9][C@H:13]([C:15]2[CH:20]=[CH:19][CH:18]=[CH:17][CH:16]=2)[CH2:12][CH2:11][Cl:10])=[CH:3][C:2]=1[Cl:1]. Procedure details: Prepared by Procedure A using 3,4-dichlorophenol and (1R)-3-chloro-1-phenyl-1-propanol. Starting materials: CC1NC(NN=C1C1=CC=C(OCC(=O)OCC)C=C1)=O (ethyl α-[4-(2,3,4,5-tetrahydro-5-methyl-3-oxo-1,2,4-triazin-6-yl)phenoxy]acetate), O1CCN(CC1)CCN (2-morpholinoethylamine). Solvent: C(C)(=O)OCC (ethyl acetate). Reaction conditions: time 1 hour. Product: O1CCN(CC1)CCNC(COC1=CC=C(C=C1)C=1C(NC(NN1)=O)C)=O (N-(2-Morpholinoethyl)-α-[4-(2,3,4,5-tetrahydro-5-methyl-3-oxo-1,2,4triazin-6-yl)phenoxy]acetamide). The yield is 69.8%. RXN SMILES: [CH3:1][CH:2]1[C:7]([C:8]2[CH:20]=[CH:19][C:11]([O:12][CH2:13][C:14]([O:16]CC)=O)=[CH:10][CH:9]=2)=[N:6][NH:5][C:4](=[O:21])[NH:3]1.[O:22]1[CH2:27][CH2:26][N:25]([CH2:28][CH2:29][NH2:30])[CH2:24][CH2:23]1>C(OCC)(=O)C>[O:22]1[CH2:27][CH2:26][N:25]([CH2:28][CH2:29][NH:30][C:14](=[O:16])[CH2:13][O:12][C:11]2[CH:10]=[CH:9][C:8]([C:7]3[CH:2]([CH3:1])[NH:3][C:4](=[O:21])[NH:5][N:6]=3)=[CH:20][CH:19]=2)[CH2:24][CH2:23]1. Procedure details: 0.4 g of ethyl α-[4-(2,3,4,5-tetrahydro-5-methyl-3-oxo-1,2,4-triazin-6-yl)phenoxy]acetate (prepared as described in Example 18) was mixed with 0.36 g of 2-morpholinoethylamine, and the mixture was stirred at 115° to 120° C. for 1 hour. The mixture was then cooled, and ethyl acetate was added. The crystals which precipitated were collected by filtration and washed with ethyl acetate to give a pale yellow powder. Recrystallization of this powder from ethyl acetate gave 0.36 g of the title compound... Reactants: CC1C[C@H]2CN[C@@H]([C@H]2C1)CNC(=O)C1=C(N=C2SC=CN21)C (6-methyl-imidazo[2,1-b]thiazole-5-carboxylic acid-[(1S,2S,5R)-7-methyl-3-aza-bicyclo[3.3.0]oct-2-ylmethyl]-amide), COC=1C=C(C=CC1)C=1C(=CC=CC1)C(=O)O (3′-methoxy-biphenyl-2-carboxylic acid). Yields the product CC1C[C@H]2CN([C@@H]([C@H]2C1)CNC(=O)C1=C(N=C2SC=CN21)C)C(=O)C=2C(=CC=CC2)C2=CC(=CC=C2)OC (6-Methyl-imidazo[2,1-b]thiazole-5-carboxylic acid-(1S,2S,5R)-[7-methyl-3-(3′-methoxy-biphenyl-2-carbonyl)-3-aza-bicyclo[3.3.0]oct-2-ylmethyl]-amide). As a reaction SMILES: [CH3:1][CH:2]1[CH2:9][C@H:8]2[C@H:4]([CH2:5][NH:6][C@@H:7]2[CH2:10][NH:11][C:12]([C:14]2[N:21]3[C:17]([S:18][CH:19]=[CH:20]3)=[N:16][C:15]=2[CH3:22])=[O:13])[CH2:3]1.[CH3:23][O:24][C:25]1[CH:26]=[C:27]([C:31]2[C:32]([C:37](O)=[O:38])=[CH:33][CH:34]=[CH:35][CH:36]=2)[CH:28]=[CH:29][CH:30]=1>>[CH3:1][CH:2]1[CH2:9][C@H:8]2[C@H:4]([CH2:5][N:6]([C:37]([C:32]3[C:31]([C:27]4[CH:28]=[CH:29][CH:30]=[C:25]([O:24][CH3:23])[CH:26]=4)=[CH:36][CH:35]=[CH:34][CH:33]=3)=[O:38])[C@@H:7]2[CH2:10][NH:11][C:12]([C:14]2[N:21]3[C:17]([S:18][CH:19]=[CH:20]3)=[N:16][C:15]=2[CH3:22])=[O:13])[CH2:3]1. Procedure: prepared by reaction of 6-methyl-imidazo[2,1-b]thiazole-5-carboxylic acid-[(1S,2S,5R)-7-methyl-3-aza-bicyclo[3.3.0]oct-2-ylmethyl]-amide with commercially available 3′-methoxy-biphenyl-2-carboxylic acid. Starting materials: O=C(Cl)OCc1ccccc1, CC(C)C(N)P(O)O, [Na+], [OH-], O. Product: CC(C)C(NC(=O)OCc1ccccc1)P(O)O. Reaction SMILES: [Cl:11][C:12](=[O:13])[O:14][CH2:15][c:16]1[cH:17][cH:18][cH:19][cH:20][cH:21]1.[NH2:1][CH:2]([CH:3]([CH3:4])[CH3:5])[P:6]([OH:7])[OH:8].[Na+:10].[OH-:9].[OH2:22]>>[NH:1]([CH:2]([CH:3]([CH3:4])[CH3:5])[P:6]([OH:7])[OH:8])[C:12](=[O:13])[O:14][CH2:15][c:16]1[cH:17][cH:18][cH:19][cH:20][cH:21]1.